Dataset: the Open Reaction Database (ORD), a public repository of structured organic reaction records. Task: describe an organic reaction: reactants, conditions, products, and yield Reactants: O=C([O-])O, CN(C)C=O, ClC(Cl)Cl, [Na+], OCc1cc(-c2ccsc2)cs1, O=S(Cl)Cl. Product: ClCc1cc(-c2ccsc2)cs1. Reaction SMILES: [C:22](=[O:23])([O-:24])[OH:25].[CH3:13][N:14]([CH3:15])[CH:16]=[O:17].[CH:27]([Cl:28])([Cl:29])[Cl:30].[Na+:26].[OH:1][CH2:2][c:3]1[s:4][cH:5][c:6](-[c:8]2[cH:9][s:10][cH:11][cH:12]2)[cH:7]1.[S:18]([Cl:19])([Cl:20])=[O:21]>>[CH2:2]([c:3]1[s:4][cH:5][c:6](-[c:8]2[cH:9][s:10][cH:11][cH:12]2)[cH:7]1)[Cl:20]. Reactants: NC1=CC(NC=C1[N+](=O)[O-])=O (4-amino-5-nitro-1H-pyridin-2-one), COC1=C(C(=O)Cl)C=CC(=C1)SC (2-methoxy-4-methylmercapto-benzoyl chloride). Run in ClC1=CC=CC=C1 (chlorobenzene). The product is COC1=C(C(=O)NC2=CC(NC=C2[N+](=O)[O-])=O)C=CC(=C1)SC (4-(2-Methoxy-4-methylmercapto-benzoylamino)-5-nitro-1H-pyridin-2-one). RXN SMILES: [NH2:1][C:2]1[C:7]([N+:8]([O-:10])=[O:9])=[CH:6][NH:5][C:4](=[O:11])[CH:3]=1.[CH3:12][O:13][C:14]1[CH:22]=[C:21]([S:23][CH3:24])[CH:20]=[CH:19][C:15]=1[C:16](Cl)=[O:17]>ClC1C=CC=CC=1>[CH3:12][O:13][C:14]1[CH:22]=[C:21]([S:23][CH3:24])[CH:20]=[CH:19][C:15]=1[C:16]([NH:1][C:2]1[C:7]([N+:8]([O-:10])=[O:9])=[CH:6][NH:5][C:4](=[O:11])[CH:3]=1)=[O:17]. Procedure: A mixture of 0.45 g of 4-amino-5-nitro-1H-pyridin-2-one and 0.87 g of 2-methoxy-4-methylmercapto-benzoyl chloride was refluxed for 8 hours in 10 ml of chlorobenzene. The precipitated product was suction-filtered off, washed with methylene chloride and used in the next step as the crude product without further purification. The reactants are CN(C(=O)C(CC)(CC)NC(OC(C)(C)C)=O)C (tert-Butyl 3-(dimethylcarbamoyl)pentan-3-ylcarbamate), Cl (hydrochloride). Solvent: C(C)(=O)OCC (ethyl acetate). Run at time 8 hour. Product: Cl.NC(C(=O)N(C)C)(CC)CC (2-Amino-2-ethyl-N,N-dimethylbutanamide hydrogen chloride). Reaction SMILES: [CH3:1][N:2]([CH3:18])[C:3]([C:5]([NH:10]C(=O)OC(C)(C)C)([CH2:8][CH3:9])[CH2:6][CH3:7])=[O:4].[ClH:19]>C(OCC)(=O)C>[ClH:19].[NH2:10][C:5]([CH2:8][CH3:9])([CH2:6][CH3:7])[C:3]([N:2]([CH3:18])[CH3:1])=[O:4] |f:3.4|. Procedure details: tert-Butyl 3-(dimethylcarbamoyl)pentan-3-ylcarbamate (0.12 g, 0.47 mmol) was added to a saturated solution of hydrochloride in ethyl acetate (5 mL) and the mixture was stirred overnight. The solvent was removed by reduced pressure to give the crude product (0.1 g); MS (EI): m/e=159.2 [M+H]+. Reactants: C(C)(C)(C)C1=NN=C(S1)N=C=O (5-t-butyl-1,3,4-thiadiazol-2-yl isocyanate), dimethyl acetal, CNC(C=O)C (2-methylaminopropionaldehyde). The solvent is C1=CC=CC=C1 (benzene), C1=CC=CC=C1 (benzene). The product is dimethyl acetal, CN(C(=O)NC=1SC(=NN1)C(C)(C)C)C(C=O)C (2-[1-methyl-3-(5-t-butyl-1,3,4-thiadiazol-2-yl)ureido]-propionaldehyde). As a reaction SMILES: [C:1]([C:5]1[S:9][C:8]([N:10]=[C:11]=[O:12])=[N:7][N:6]=1)([CH3:4])([CH3:3])[CH3:2].[CH3:13][NH:14][CH:15]([CH3:18])[CH:16]=[O:17]>C1C=CC=CC=1>[CH3:13][N:14]([CH:15]([CH3:18])[CH:16]=[O:17])[C:11]([NH:10][C:8]1[S:9][C:5]([C:1]([CH3:4])([CH3:2])[CH3:3])=[N:6][N:7]=1)=[O:12]. Procedure details: A mixture of 5-t-butyl-1,3,4-thiadiazol-2-yl isocyanate dimer (6 grams), the dimethyl acetal of 2-methylaminopropionaldehyde (5.5 grams) and benzene (20 ml) was charged into a glass reaction flask equipped with a mechanical stirrer and thermometer. The reaction mixture was heated on a steam bath with stirring until all reactants had dissolved. After this time the reaction mixture was stripped of benzene to yield the desired product the dimethyl acetal of 2-[1-methyl-3-(5-t-butyl-1,3,4-thiadiazol... The reactants are C(=O)=O (CO2), C(=O)(Cl)Cl (phosgene), C(=O)(Cl)Cl (Phosgene), C(=O)(Cl)Cl (phosgene), C(=O)(Cl)Cl (phosgene), NC=1C=C(C=CC1)C(C(F)(F)C1=CC(=CC=C1)N)(F)F (1,2-bis(3-aminophenyl)-1,1,2,2-tetrafluoroethane). Run in ClC1=CC=CC=C1 (chlorobenzene), ClC1=CC=CC=C1 (chlorobenzene). Reaction conditions: temperature 120 celsius. The product is N(=C=O)C=1C=C(C=CC1)C(C(F)(F)C1=CC(=CC=C1)N=C=O)(F)F (1,2-bis-(3-isocyanatophenyl)-1,1,2,2-tetrafluoroethane). Reaction SMILES: [C:1](Cl)(Cl)=[O:2].[NH2:5][C:6]1[CH:7]=[C:8]([C:12]([F:24])([F:23])[C:13]([C:16]2[CH:21]=[CH:20][CH:19]=[C:18]([NH2:22])[CH:17]=2)([F:15])[F:14])[CH:9]=[CH:10][CH:11]=1.[C:25](=O)=[O:26]>ClC1C=CC=CC=1>[N:22]([C:18]1[CH:17]=[C:16]([C:13]([F:14])([F:15])[C:12]([C:8]2[CH:9]=[CH:10][CH:11]=[C:6]([N:5]=[C:1]=[O:2])[CH:7]=2)([F:23])[F:24])[CH:21]=[CH:20][CH:19]=1)=[C:25]=[O:26]. Procedure: 621 g of phosgene are condensed in 2.3 l of chlorobenzene at about 0° C. 353 g of 1,2-bis(3-aminophenyl)-1,1,2,2-tetrafluoroethane, dissolved in 1.2 l of chlorobenzene, are slowly added at a temperature of -10° C. to +10° C. The batch is heated up to 120° C. in the course of four hours. Further gaseous phosgene is passed in from about 80° C. The solution becomes clear at 100° to 110° C. Phosgene is passed through the solution at 120° C. for a further 90 minutes. The phosgene still dissolved is t... The reactants are Cl (HCl), COC(CCC=1N=C(C2=C(N1)SC1=C2CCCC1)N(C)C1CC1)=O (3-[4-(cyclopropyl-methyl-amino)-5,6,7,8-tetrahydro-[1]benzothiopheno[2,3-d]pyrimidin-2-yl]-propionic acid methyl ester), [Li+].[OH-] (LiOH). Solvent: C1CCOC1 (THF), O (water), O (water). Reaction conditions: time 3 hour. Yields the product C1(CC1)N(C=1C2=C(N=C(N1)CCC(=O)O)SC1=C2CCCC1)C (3-[4-(cyclopropyl-methyl-amino)-5,6,7,8-tetrahydro-[1]benzothiopheno[2,3-d]pyrimidin-2-yl]-propionic acid). Yield: 53.9%. Reaction SMILES: [Li+].[OH-].C[O:4][C:5](=[O:26])[CH2:6][CH2:7][C:8]1[N:9]=[C:10]([N:21]([CH:23]2[CH2:25][CH2:24]2)[CH3:22])[C:11]2[C:16]3[CH2:17][CH2:18][CH2:19][CH2:20][C:15]=3[S:14][C:12]=2[N:13]=1.Cl>O.C1COCC1>[CH:23]1([N:21]([CH3:22])[C:10]2[C:11]3[C:16]4[CH2:17][CH2:18][CH2:19][CH2:20][C:15]=4[S:14][C:12]=3[N:13]=[C:8]([CH2:7][CH2:6][C:5]([OH:26])=[O:4])[N:9]=2)[CH2:24][CH2:25]1 |f:0.1|. Procedure details: The LiOH (0.047 g, 0.0018 mol) dissolved in water (2 ml) was added to a solution of 3-[4-(cyclopropyl-methyl-amino)-5,6,7,8-tetrahydro-[1]benzothiopheno[2,3-d]pyrimidin-2-yl]-propionic acid methyl ester (0.5 g, 0.0014 mol) in THF (3 ml), and the resulting solution was stirred at R.T for 3 hrs. The reaction mixture was diluted with water, acidified with dilute HCl (up to pH 5) and extracted with ethyl acetate (3×15 ml). The combined organic layers were dried over Na2SO4, concentrated, and the cru...